This data is from the Open Reaction Database (ORD), a public repository of structured organic reaction records. The task is: describe an organic reaction: reactants, conditions, products, and yield Reactants: COC=1C=CC(=C(C1)ON=C(C)C)C(C1=C(C=C(C(=C1)CCC)OC)CCC)=O (acetone O-[5-methoxy-2-(4-methoxy-2,5-dipropylbenzoyl)phenyl]oxime). The solvent is C(C)#N (acetonitrile), Cl (HCl). Conditions: temperature 80 celsius, time 4 hour. Product: COC1=CC2=C(C(=NO2)C2=C(C=C(C(=C2)CCC)OC)CCC)C=C1 (6-Methoxy-3-(4-methoxy-2,5-dipropylphenyl)-1,2-benzisoxazole). Yield: 87.5%. RXN SMILES: [CH3:1][O:2][C:3]1[CH:4]=[CH:5][C:6]([C:14](=O)[C:15]2[CH:20]=[C:19]([CH2:21][CH2:22][CH3:23])[C:18]([O:24][CH3:25])=[CH:17][C:16]=2[CH2:26][CH2:27][CH3:28])=[C:7]([O:9][N:10]=C(C)C)[CH:8]=1>C(#N)C.Cl>[CH3:1][O:2][C:3]1[CH:4]=[CH:5][C:6]2[C:14]([C:15]3[CH:20]=[C:19]([CH2:21][CH2:22][CH3:23])[C:18]([O:24][CH3:25])=[CH:17][C:16]=3[CH2:26][CH2:27][CH3:28])=[N:10][O:9][C:7]=2[CH:8]=1. Procedure: A red mixture of acetone O-[5-methoxy-2-(4-methoxy-2,5-dipropylbenzoyl)phenyl]oxime (2.30 g, 5.79 mmol) in acetonitrile (43 mL) and 5% aqueous HCl (32 mL) was stirred at 80° C. for 4 h. Most of the acetonitrile was removed in vacuo and extraction was conducted in CH2Cl2 (3×60 mL) with 33% saturated brine (50 mL). Flash chromatography with silica gel (gradient to 8% EtOAc/hexanes) provided the title compound as a colorless oil (1.72 g, 87% yield for two steps): 1H NMR (300 MHz, CDCl3) δ 0.84 (t, ... Reactants: CC(CCC=C(C)C)OC1=CC=C(C(=O)O)C=C1 (p-[(1,5-dimethyl-4-hexenyl)oxy]benzoic acid), C(C#C)Br (propargyl bromide). The product is C(C#C)OC(C1=CC=C(C=C1)OC(CCC=C(C)C)C)=O (p-[(1,5-dimethyl-4-hexenyl)oxy]benzoic acid propargyl ester). Reaction SMILES: [CH3:1][CH:2]([O:9][C:10]1[CH:18]=[CH:17][C:13]([C:14]([OH:16])=[O:15])=[CH:12][CH:11]=1)[CH2:3][CH2:4][CH:5]=[C:6]([CH3:8])[CH3:7].[CH2:19](Br)[C:20]#[CH:21]>>[CH2:21]([O:15][C:14](=[O:16])[C:13]1[CH:12]=[CH:11][C:10]([O:9][CH:2]([CH3:1])[CH2:3][CH2:4][CH:5]=[C:6]([CH3:8])[CH3:7])=[CH:18][CH:17]=1)[C:20]#[CH:19]. Procedure: By utilizing the procedure of Example 8, by reacting p-[(1,5-dimethyl-4-hexenyl)oxy]benzoic acid with propargyl bromide, there is obtained p-[(1,5-dimethyl-4-hexenyl)oxy]benzoic acid propargyl ester; nD22 = 1.5252. Reactants: C1=NC2=C(N1COCCO)N=C(N=C2O)N (acyclovir). Run in O1CCCC1 (tetrahydrofuran). Conditions: time 1 hour. Yields the product C(=O)(N1C=NC=C1)N1C=NC=C1 (1,1′-carbonyldiimidazole), 9-[[2-[N-acetyl-S-(4-nitroxybutyroyl)cisteinyl-]ethoxy]methyl]guanine. Yield: 200.0%. As a reaction SMILES: [CH:1]1[N:5]([CH2:6][O:7]CCO)[C:4]2N=C(N)N=C(O)[C:3]=2[N:2]=1>O1CCCC1>[C:6]([N:5]1[CH:4]=[CH:3][N:2]=[CH:1]1)([N:2]1[CH:3]=[CH:4][N:5]=[CH:1]1)=[O:7]. Reported procedure: A solution of N-acetyl-S-(4-nitroxybutyroyl)cisteine (2.8 g, 9.6 mmoles) and 1,1′-carbonyldiimidazole (1.55 g, 9.6 mmoles) in tetrahydrofuran (50 ml) is prepared and left under stirring at room temperature for 1 hour. The reaction mixture is treated with acyclovir (2.16 g, 9.6 mmoles). After 6 hours of reaction at room temperature, the solution is evaporated at reduced pressure, the obtained residue treated with ethyl acetate and washed with brine. The organic phase is anhydrified with sodium su... The reactants are O=S(=O)(Cl)c1ccc(Cl)c(Cl)c1Cl, CC1(C)CC(=O)c2sc(N)nc2C1. The product is CC1(C)CC(=O)c2sc(NS(=O)(=O)c3ccc(Cl)c(Cl)c3Cl)nc2C1. RXN SMILES: [Cl:14][c:15]1[c:16]([S:23](=[O:24])(=[O:25])[Cl:26])[cH:17][cH:18][c:19]([Cl:22])[c:20]1[Cl:21].[NH2:1][c:2]1[s:3][c:4]2[c:5]([n:6]1)[CH2:7][C:8]([CH3:12])([CH3:13])[CH2:9][C:10]2=[O:11]>>[NH:1]([c:2]1[s:3][c:4]2[c:5]([n:6]1)[CH2:7][C:8]([CH3:12])([CH3:13])[CH2:9][C:10]2=[O:11])[S:23]([c:16]1[c:15]([Cl:14])[c:20]([Cl:21])[c:19]([Cl:22])[cH:18][cH:17]1)(=[O:24])=[O:25].